This data is from the Open Reaction Database (ORD), a public repository of structured organic reaction records. The task is: describe an organic reaction: reactants, conditions, products, and yield Reactants: C1CCOC1, COC1=CC2=CCC3C4CCC(=O)C4(C)CCC3C2(C)CC1, COC(=O)C(=O)OC, C[O-], CO, [Na+]. Product: C=C1CC2C3CC=C4C=C(OC)CCC4(C)C3CCC2(C)C1=O. RXN SMILES: [CH2:34]1[O:35][CH2:36][CH2:37][CH2:38]1.[CH3:1][O:2][C:3]1=[CH:4][C:5]2=[CH:6][CH2:7][CH:8]3[CH:9]4[CH2:10][CH2:11][C:12](=[O:22])[C:13]4([CH3:14])[CH2:15][CH2:16][CH:17]3[C:18]2([CH3:21])[CH2:19][CH2:20]1.[CH3:23][O:24][C:25](=[O:26])[C:27]([O:28][CH3:29])=[O:30].[CH3:31][O-:32].[CH3:39][OH:40].[Na+:33]>>[CH3:1][O:2][C:3]1=[CH:4][C:5]2=[CH:6][CH2:7][CH:8]3[CH:9]4[CH2:10][C:11](=[CH2:23])[C:12](=[O:22])[C:13]4([CH3:14])[CH2:15][CH2:16][CH:17]3[C:18]2([CH3:21])[CH2:19][CH2:20]1.